This data is from the Open Reaction Database (ORD), a public repository of structured organic reaction records. The task is: describe an organic reaction: reactants, conditions, products, and yield Starting materials: C(=C)OCC (Ethyl vinyl ether), S(=O)(=O)([O-])C1=CC=C(C)C=C1.[NH+]1=CC=CC=C1 (pyridinium tosylate), OC(CC1=CC=CC=C1)C1CCC(CC1)=O (4-(1-hydroxy-2-phenylethyl)cyclohexanone). Run in C(Cl)Cl (methylene chloride), C(Cl)Cl (Methylene chloride). Reaction conditions: time 8 hour. The product is C(C)OC(C)OC(CC1=CC=CC=C1)C1CCC(CC1)=O (4-[1-(1-Ethoxy-ethoxy)-2-phenylethyl]cyclohexanone). As a reaction SMILES: [CH:1]([O:3][CH2:4][CH3:5])=[CH2:2].S(C1C=CC(C)=CC=1)([O-])(=O)=O.[NH+]1C=CC=CC=1.[OH:23][CH:24]([CH:32]1[CH2:37][CH2:36][C:35](=[O:38])[CH2:34][CH2:33]1)[CH2:25][C:26]1[CH:31]=[CH:30][CH:29]=[CH:28][CH:27]=1>C(Cl)Cl>[CH2:1]([O:3][CH:4]([O:23][CH:24]([CH:32]1[CH2:33][CH2:34][C:35](=[O:38])[CH2:36][CH2:37]1)[CH2:25][C:26]1[CH:31]=[CH:30][CH:29]=[CH:28][CH:27]=1)[CH3:5])[CH3:2] |f:1.2|. Procedure details: Ethyl vinyl ether (998 mg, 1.32 ml, 13.8 mmol) and pyridinium tosylate (44 mg, 0.17 mmol) were added to a solution of 4-(1-hydroxy-2-phenylethyl)cyclohexanone (2.52 g, 11.5 mmol) in anhydrous methylene chloride (50 ml) and the mixture was stirred at room temperature overnight. Methylene chloride (20 ml) was added to the mixture and the mixture was washed with water, 5% sodium bicarbonate solution and sodium chloride solution (50 ml of each). The combined organic phases were dried with sodium sul... Reactants: C(#N)C1=C(C=CC=C1)C1=CC=C(CN2C=NC(=C2C(=O)N)NC(CC)=O)C=C1 (1-(4-(2-cyanophenyl)benzyl)-4-propanoylamino-5-imidazole carboxamide), C[Sn](C)(C)N=[N+]=[N-] (trimethyl tin azide). Run in C1(=CC=CC=C1)C (toluene). Yields the product N1C=NC=2N=CNC2C1=O (hypoxanthine). Isolated yield 83.0%. Reaction SMILES: C(C1C=CC=CC=1C1C=CC(C[N:14]2[C:18]([C:19]([NH2:21])=[O:20])=[C:17]([NH:22][C:23](=O)CC)[N:16]=[CH:15]2)=CC=1)#N.C[Sn](N=[N+]=[N-])(C)C>C1(C)C=CC=CC=1>[NH:21]1[C:19](=[O:20])[C:18]2[NH:14][CH:15]=[N:16][C:17]=2[N:22]=[CH:23]1. Procedure: 2.17 g (5.81 mmol) of the amide thus prepared was suspended in 30 ml of toluene and 5.00 g (24.3 mmol) of trimethyl tin azide was added to the suspension, followed by heating for 23 hours while refluxing. Crystals produced was separated by filtration and dissolved in methanol containing 1N hydrochloric acid. The solution was neutralized with 4 N sodium hydroxide aqueous solution. After evaporating methanol, crystals collected by filtration was purified by suspending them in hot methanol, thereby... The reactants are OC=1C(=NC=CC1)C(=O)OC (methyl 3-hydroxypicolinate), ICCC (1-iodopropane), C([O-])([O-])=O.[K+].[K+] (potassium carbonate), C(C)(=O)OCC (Ethyl acetate). Solvent: CN(C=O)C (N,N-dimethylformamide). Reaction conditions: temperature 80 celsius, time 3 hour. Yields the product C(CC)OC=1C(=NC=CC1)C(=O)OC (methyl 3-propyloxypicolinate). The yield is 69.5%. Reaction SMILES: [OH:1][C:2]1[C:3]([C:8]([O:10][CH3:11])=[O:9])=[N:4][CH:5]=[CH:6][CH:7]=1.I[CH2:13][CH2:14][CH3:15].C(=O)([O-])[O-].[K+].[K+].C(OCC)(=O)C>CN(C)C=O>[CH2:13]([O:1][C:2]1[C:3]([C:8]([O:10][CH3:11])=[O:9])=[N:4][CH:5]=[CH:6][CH:7]=1)[CH2:14][CH3:15] |f:2.3.4|. Procedure: To a solution of methyl 3-hydroxypicolinate (0.472 g, 3.08 mmol) in N,N-dimethylformamide (6 ml) were added 1-iodopropane (0.33 ml, 3.38 mmol) and potassium carbonate (0.519 g, 3.76 mmol), and the mixture was stirred at 80° C. for 3 hr. Ethyl acetate was added to the reaction mixture, the mixture was washed with water, and the organic layer was dried over sodium sulfate. The solvent was evaporated under reduced pressure, and the obtained residue was purified by silica gel column chromatography (... RXN SMILES: [CH3:1][O:2][CH2:3][C:4]1([C:17]([O:19]CC)=[O:18])[CH2:9][CH2:8][N:7]([C:10]([O:12][C:13]([CH3:16])([CH3:15])[CH3:14])=[O:11])[CH2:6][CH2:5]1.O.[OH-].[Li+].OS([O-])(=O)=O.[Na+]>C(O)C.O>[C:13]([O:12][C:10]([N:7]1[CH2:8][CH2:9][C:4]([CH2:3][O:2][CH3:1])([C:17]([OH:19])=[O:18])[CH2:5][CH2:6]1)=[O:11])([CH3:16])([CH3:15])[CH3:14] |f:1.2.3,4.5,6.7|. Run at temperature 75 celsius. Product: C(C)(C)(C)OC(=O)N1CCC(CC1)(C(=O)O)COC (1-(tert-butoxycarbonyl)-4-(methoxymethyl)-piperidine-4-carboxylic acid). The solvent is C(C)O.O (ethanol water). The reactants are COCC1(CCN(CC1)C(=O)OC(C)(C)C)C(=O)OCC (1-tert-butyl 4-ethyl 4-(methoxymethyl)piperidine-1,4-dicarboxylate), O.[OH-].[Li+] (lithium hydroxide monohydrate), OS(=O)(=O)[O-].[Na+] (NaHSO4). Procedure: To a solution of 1-tert-butyl 4-ethyl 4-(methoxymethyl)piperidine-1,4-dicarboxylate from step A (732 mg, 2.63 mmol) in 1:2 ethanol/water (9 mL) was added lithium hydroxide monohydrate (700 mg). The mixture was heated to 75° C. for 1 hour. The reaction was cooled to room temperature and poured into 50 mL of sat. aq. NaHSO4. The aqueous layer was extracted with ethyl acetate (3×50 mL). The combined organic layers were washed with brine, dried over MgSO4, and concentrated under vacuum to give the t... Reactants: C(C)(C)(C)N1C(C2=C(C=C3N2CCC=2C=C(C(=CC32)S(=O)CC)OC)CCCC1)=O (9-tert-butyl-2-ethylsulfinyl-3-methoxy-5,6,10,11,12,13-hexahydroazocino[4′,3′:4,5]pyrrolo[2,1-a]isoquinolin-8(9H)-one), C1CC(=O)N(C1=O)Br (NBS). Run in O (water), CN(C)C=O (DMF). Reaction conditions: time 10 minute. Yields the product C(C)(C)(C)N1C(C2=C(C(=C3N2CCC=2C=C(C(=CC32)S(=O)CC)OC)Br)CCCC1)=O (9-tert-butyl-14-bromo-2-ethylsulfinyl-3-methoxy-5,6,10,11,12,13-hexahydroazocino[4′,3′:4,5]pyrrolo[2,1-a]isoquinolin-8(9H)-one). Isolated yield 86.9%. Reaction SMILES: [C:1]([N:5]1[CH2:29][CH2:28][CH2:27][CH2:26][C:8]2[CH:9]=[C:10]3[C:19]4[CH:18]=[C:17]([S:20]([CH2:22][CH3:23])=[O:21])[C:16]([O:24][CH3:25])=[CH:15][C:14]=4[CH2:13][CH2:12][N:11]3[C:7]=2[C:6]1=[O:30])([CH3:4])([CH3:3])[CH3:2].C1C(=O)N([Br:38])C(=O)C1>CN(C=O)C.O>[C:1]([N:5]1[CH2:29][CH2:28][CH2:27][CH2:26][C:8]2[C:9]([Br:38])=[C:10]3[C:19]4[CH:18]=[C:17]([S:20]([CH2:22][CH3:23])=[O:21])[C:16]([O:24][CH3:25])=[CH:15][C:14]=4[CH2:13][CH2:12][N:11]3[C:7]=2[C:6]1=[O:30])([CH3:2])([CH3:3])[CH3:4]. Procedure details: A solution of 350 mg of 23c in 4 ml of DMF was treated with 155 mg of NBS. After stirring for 10 min. the reaction was diluted with 25 ml of water and extracted with ethyl acetate. The organic extract was washed with water, dried and concentrated, and the residue was treated with diisopropyl ether, to give 360 mg of 23d, Mp: 140-145° C. Rf 0.18 (heptane/ethyl acetate 1/1). LC-MS-ESI: [M+1] 506.97 and 524.99. NMR (CDCl3) δ 1.24 (t, 3, ethyl), 2.82 and 3.08 (2×m, 2, ethyl), 3.88 (s, 3, OCH3), 6.77...